This data is from the Open Reaction Database (ORD), a public repository of structured organic reaction records. The task is: describe an organic reaction: reactants, conditions, products, and yield The reactants are [NH4+].[OH-] (NH4OH), OC1=CC=C(C=C1)N1N=C(N=C1C1=CC=C(C=C1)S(=O)(=O)C)C(F)(F)F (1-(4-hydroxy-phenyl)-5-(4-methylsulfonyl-phenyl)-3-trifluoromethyl-1H-1,2,4-triazole), [OH-].[K+] (KOH), C(C)OS(=O)(=O)OCC (diethylsulfate). Solvent: O (water), CN(C)C=O (DMF). Run at time 1 hour. Product: C(C)OC1=CC=C(C=C1)N1N=C(N=C1C1=CC=C(C=C1)S(=O)(=O)C)C(F)(F)F (1-(4-ethoxy-phenyl)-5-(4-methylsulfonyl-phenyl)-3-trifluoromethyl-1H-1,2,4-triazole). Isolated yield 86.5%. RXN SMILES: [OH:1][C:2]1[CH:7]=[CH:6][C:5]([N:8]2[C:12]([C:13]3[CH:18]=[CH:17][C:16]([S:19]([CH3:22])(=[O:21])=[O:20])=[CH:15][CH:14]=3)=[N:11][C:10]([C:23]([F:26])([F:25])[F:24])=[N:9]2)=[CH:4][CH:3]=1.[OH-].[K+].[CH2:29](OS(OCC)(=O)=O)[CH3:30].[NH4+].[OH-]>O.CN(C=O)C>[CH2:29]([O:1][C:2]1[CH:3]=[CH:4][C:5]([N:8]2[C:12]([C:13]3[CH:14]=[CH:15][C:16]([S:19]([CH3:22])(=[O:20])=[O:21])=[CH:17][CH:18]=3)=[N:11][C:10]([C:23]([F:24])([F:25])[F:26])=[N:9]2)=[CH:6][CH:7]=1)[CH3:30] |f:1.2,4.5|. Procedure details: A mixture of 1-(4-hydroxy-phenyl)-5-(4-methylsulfonyl-phenyl)-3-trifluoromethyl-1H-1,2,4-triazole (4 g, 10.4 mmol), KOH (1.5 g, 26.8 mmol) and DMF (40 ml) was stirred at room temperature for 1 h. Then diethylsulfate (1.6 ml, 12.2 mmol) was added, the reaction mixture stirred at room temperature for 13 h, NH4OH (20 ml) added and the mixture poured into water (1 l). The precipitate was filtered, washed several times with water and dried. Recrystallization from ethanol yielded a white solid (3.7 g,... Reactants: ClC1=NC=NC(=C1CC)Cl (4,6-dichloro-5-ethylpyrimidine), O1C(=CC=C1)B(O)O (2-furylboronic acid), C(OC)COC (dimethoxyethane), C([O-])([O-])=O.[Na+].[Na+] (sodium carbonate). Run in O (water). Reaction conditions: temperature 80 celsius, time 2 hour. The product is ClC1=NC=NC(=C1CC)C=1OC=CC1 (4-chloro-5-ethyl-6-(furan-2-yl)-pyrimidine). Yield: 51.4%. RXN SMILES: [Cl:1][C:2]1[C:7]([CH2:8][CH3:9])=[C:6](Cl)[N:5]=[CH:4][N:3]=1.[O:11]1[CH:15]=[CH:14][CH:13]=[C:12]1B(O)O.C(COC)OC.C(=O)([O-])[O-].[Na+].[Na+]>O>[Cl:1][C:2]1[C:7]([CH2:8][CH3:9])=[C:6]([C:12]2[O:11][CH:15]=[CH:14][CH:13]=2)[N:5]=[CH:4][N:3]=1 |f:3.4.5|. Procedure details: A mixture of 4,6-dichloro-5-ethylpyrimidine (10 g), 2-furylboronic acid (6.33 g) tetrakis(triphenylphosphine)palladium (1.94 g), dimethoxyethane (100 ml), and sodium carbonate solution (2 mol/l) (60 ml) was stirred at 70° C. for 2 hours and at 80° C. for 2 hours. After standing to cool the reaction mixture to room temperature, to the reaction mixture, water was added, and extracted with ethyl acetate. The organic layer was dried over sodium sulfate, and concentrated under reduced pressure. The r... Starting materials: NC1=C(C=CC=2CCC(OC21)(C)C)F (8-amino-3,4-dihydro-2,2-dimethyl-7-fluoro-2H-1-benzopyran), ClN1C(CCC1=O)=O (N-chlorosuccinimide). Solvent: CN(C=O)C (N,N-dimethylformamide). Product: NC1=C(C=C(C=2CCC(OC21)(C)C)Cl)F (8-amino-5-chloro-3,4-dihydro-2,2-dimethyl-7-fluoro-2H-1-benzopyran). Yield: 51.2%. Reaction SMILES: [NH2:1][C:2]1[C:11]2[O:10][C:9]([CH3:13])([CH3:12])[CH2:8][CH2:7][C:6]=2[CH:5]=[CH:4][C:3]=1[F:14].[Cl:15]N1C(=O)CCC1=O>CN(C)C=O>[NH2:1][C:2]1[C:11]2[O:10][C:9]([CH3:12])([CH3:13])[CH2:8][CH2:7][C:6]=2[C:5]([Cl:15])=[CH:4][C:3]=1[F:14]. Procedure details: By a method analogous to that of Example 11, Step J, 6.7 grams (0.034 mole) of 8-amino-3,4-dihydro-2,2-dimethyl-7-fluoro-2H-1-benzopyran was reacted with 4.6 grams (0.035 mole) of N-chlorosuccinimide in 100 mL of N,N-dimethylformamide. The crude reaction product was purified with column chromatography on silica gel, with hexane and 1:4 methylene chloride:hexane as the eluants. The product-containing fractions were combined and concentrated under reduced pressure, yielding 4.0 grams of 8-amino-5-... Starting materials: ClC=1C=C(C=C(C1)C(F)(F)F)N1CCNCC1 (1-(3-Chloro-5-trifluoromethyl-phenyl)-piperazine), C(C)(C)Br (iso-propylbromide). Yields the product ClC=1C=C(C=C(C1)C(F)(F)F)N1CCN(CC1)C(C)C (1-(3-Chloro-5-trifluoromethyl-phenyl)-4-isopropyl-piperazine). RXN SMILES: [Cl:1][C:2]1[CH:3]=[C:4]([N:12]2[CH2:17][CH2:16][NH:15][CH2:14][CH2:13]2)[CH:5]=[C:6]([C:8]([F:11])([F:10])[F:9])[CH:7]=1.[CH:18](Br)([CH3:20])[CH3:19]>>[Cl:1][C:2]1[CH:3]=[C:4]([N:12]2[CH2:17][CH2:16][N:15]([CH:18]([CH3:20])[CH3:19])[CH2:14][CH2:13]2)[CH:5]=[C:6]([C:8]([F:10])([F:11])[F:9])[CH:7]=1. Procedure: Beginning with 1-(3-Chloro-5-trifluoromethyl-phenyl)-piperazine and iso-propylbromide, the title compound was recovered by the procedure described in Example 2. MS m/z (rel. intensity, 70 eV) 306 (M+, 30), 291 (bp), 206 (25), 193 (15), 179 (20). The product is CCOC(=O)C=Cc1ccc(Oc2c(-c3cccc(OC)c3)c(C)cc3cc(OC)ccc23)cc1. As a reaction SMILES: [CH2:50]1[O:51][CH2:52][CH2:53][CH2:54]1.[CH3:1][c:2]1[c:3](-[c:23]2[cH:24][c:25]([O:29][CH3:30])[cH:26][cH:27][cH:28]2)[c:4]([O:14][c:15]2[cH:16][cH:17][c:18]([CH:19]=[O:20])[cH:21][cH:22]2)[c:5]2[cH:6][cH:7][c:8]([O:12][CH3:13])[cH:9][c:10]2[cH:11]1.[CH3:31][CH2:32][O:33][C:34](=[O:35])[CH2:36][P:37]([O:38][CH2:39][CH3:40])([O:41][CH2:42][CH3:43])=[O:44].[CH3:45][CH2:46][CH2:47][CH2:48][Li:49]>>[CH3:1][c:2]1[c:3](-[c:23]2[cH:24][c:25]([O:29][CH3:30])[cH:26][cH:27][cH:28]2)[c:4]([O:14][c:15]2[cH:16][cH:17][c:18]([CH:19]=[CH:36][C:34]([O:33][CH2:32][CH3:31])=[O:35])[cH:21][cH:22]2)[c:5]2[cH:6][cH:7][c:8]([O:12][CH3:13])[cH:9][c:10]2[cH:11]1. The reactants are C1CCOC1, COc1cccc(-c2c(C)cc3cc(OC)ccc3c2Oc2ccc(C=O)cc2)c1, CCOC(=O)CP(=O)(OCC)OCC, [Li]CCCC. Starting materials: ClC1=C(C=CC=2NC(OC(C21)=O)=O)F (5-chloro-6-fluoro-1H-benzo[d][1,3]oxazine-2,4-dione), [H-].[Na+] (NaH), CI (methyl iodide). Solvent: CN(C)C=O (DMF), CN(C)C=O (DMF). Conditions: time 1 hour. Product: ClC1=C(C=CC=2N(C(OC(C21)=O)=O)C)F (5-chloro-6-fluoro-1-methyl-1H-benzo [d][1,3]oxazine-2,4-dione). Yield: 39.0%. RXN SMILES: [H-].[Na+].[Cl:3][C:4]1[C:13]2[C:12](=[O:14])[O:11][C:10](=[O:15])[NH:9][C:8]=2[CH:7]=[CH:6][C:5]=1[F:16].[CH3:17]I>CN(C=O)C>[Cl:3][C:4]1[C:13]2[C:12](=[O:14])[O:11][C:10](=[O:15])[N:9]([CH3:17])[C:8]=2[CH:7]=[CH:6][C:5]=1[F:16] |f:0.1|. Procedure: To a suspension of NaH (49 mg, 1.11 mmol) in DMF (2 ml) at RT was added a solution of 5-chloro-6-fluoro-1H-benzo[d][1,3]oxazine-2,4-dione (synthesized in analogy to a procedure described in EP 59391) (200 mg, 0.93 mmol) in DMF (2 ml). The mixture was stirred at RT for 1 h and then methyl iodide (87 μl, 1.39 mmol) was added. The reaction mixture was then warmed up to RT and stirring was continued overnight. The mixture was quenched with water and extracted with ether. The organic phase was washed... Procedure details: 13.2 g of m-cyanobenzylamine, 23.8 g of sodium persulfate and 200 ml of water were mixed and allowed to react at 70° C. for 2 hours while stirring. After cooling the reaction mixture to room temperature, sodium bicarbonate was added to render the solution weakly alkaline. The solution was subjected to separation, column chromatography, and crystallization operations in the same manner as in Example 19 to obtain 6.7 g (yield: 51%) of m-cyanobenzaldehyde. The purity was 98%. Solvent: O (water). The reactants are C(#N)C=1C=C(CN)C=CC1 (m-cyanobenzylamine), S(=O)(=O)([O-])OOS(=O)(=O)[O-].[Na+].[Na+] (sodium persulfate), C([O-])(O)=O.[Na+] (sodium bicarbonate). The product is C(#N)C=1C=C(C=O)C=CC1 (m-cyanobenzaldehyde). Reaction SMILES: [C:1]([C:3]1[CH:4]=[C:5]([CH:8]=[CH:9][CH:10]=1)[CH2:6]N)#[N:2].S(OOS([O-])(=O)=O)([O-])(=O)=[O:12].[Na+].[Na+].C(=O)(O)[O-].[Na+]>O>[C:1]([C:3]1[CH:4]=[C:5]([CH:8]=[CH:9][CH:10]=1)[CH:6]=[O:12])#[N:2] |f:1.2.3,4.5|. Isolated yield 51.2%.